Dataset: the Open Reaction Database (ORD), a public repository of structured organic reaction records. Task: describe an organic reaction: reactants, conditions, products, and yield Reactants: schiff's base, Cl.NCCCN(C(C1=CC=C(C=C1)C)=O)C(CC)C=1N(C(C2=C(N1)SN=C2C)=O)CC2=CC=CC=C2 (N-(3-amino-propyl)-N-[1-(5-benzyl-3-methyl-4-oxo-4,5-dihydro-isothiazolo[5,4-d]pyrimidin-6-yl)-propyl]-4-methyl-benzamide hydrogen chloride), CC(=O)C (acetone), C(C)(=O)O[BH-](OC(C)=O)OC(C)=O.[Na+] (sodium triacetoxyborohydride). Reagents/catalysts: C(C)(=O)O (acetic acid). Conditions: time 2 hour. The product is C(C1=CC=CC=C1)N1C(=NC2=C(C1=O)C(=NS2)C)C(CC)N(C(C2=CC=C(C=C2)C)=O)CCCNC(C)C (N-[1-(5-Benzyl-3-methyl-4-oxo-4,5-dihydro-isothiazolo[5,4-d]pyrimidin-6-yl)-propyl]-N-(3-isopropylamino-propyl)-4-methyl-benzamide). As a reaction SMILES: Cl.[NH2:2][CH2:3][CH2:4][CH2:5][N:6]([CH:16]([C:19]1[N:20]([CH2:30][C:31]2[CH:36]=[CH:35][CH:34]=[CH:33][CH:32]=2)[C:21](=[O:29])[C:22]2[C:27]([CH3:28])=[N:26][S:25][C:23]=2[N:24]=1)[CH2:17][CH3:18])[C:7](=[O:15])[C:8]1[CH:13]=[CH:12][C:11]([CH3:14])=[CH:10][CH:9]=1.C(O[BH-](OC(=O)C)OC(=O)C)(=O)C.[Na+].[CH3:51][C:52]([CH3:54])=O>C(O)(=O)C>[CH2:30]([N:20]1[C:21](=[O:29])[C:22]2[C:27]([CH3:28])=[N:26][S:25][C:23]=2[N:24]=[C:19]1[CH:16]([N:6]([CH2:5][CH2:4][CH2:3][NH:2][CH:52]([CH3:54])[CH3:51])[C:7](=[O:15])[C:8]1[CH:13]=[CH:12][C:11]([CH3:14])=[CH:10][CH:9]=1)[CH2:17][CH3:18])[C:31]1[CH:32]=[CH:33][CH:34]=[CH:35][CH:36]=1 |f:0.1,2.3|. Procedure: To a solution of N-(3-amino-propyl)-N-[1-(5-benzyl-3-methyl-4-oxo-4,5-dihydro-isothiazolo[5,4-d]pyrimidin-6-yl)-propyl]-4-methyl-benzamide hydrogen chloride (method 13g) (1.24 g, 2.54 mmol), in the presence of molecular sieves (2 g,) was added acetone (1 mL) and the mixture was stirred at room temperature for 2 h. Analysis of the reaction mixture by MS showed the completion of the schiff's base formation. To this mixture was added two drops of acetic acid followed by sodium triacetoxyborohydride... The reactants are COC(N(C)C)OC (N,N-dimethylformamide dimethylacetal), Cl.CO (HCl MeOH), 10, C(C)C1=C(C(=CC=C1)CC)NC(=O)NC(NCC)=N (1-(2',6'-diethylphenyl)-3-ethylamidinourea), CC#N (CH3CN), CC#N (CH3CN). Solvent: CO (MeOH), C(Cl)(Cl)Cl (CHCl3). Product: C(C)C1=C(C(=CC=C1)CC)N1C(N=C(N=C1)C(NCC)=N)=O (1-(2',6'-diethylphenyl)-4-ethylamidino-1,2-dihydro-1,3,5-triazin-2-one). RXN SMILES: [CH2:1]([C:3]1[CH:8]=[CH:7][CH:6]=[C:5]([CH2:9][CH3:10])[C:4]=1[NH:11][C:12]([NH:14][C:15](=N)[NH:16][CH2:17]C)=[O:13])[CH3:2].CO[CH:22](OC)[N:23](C)C.Cl.CO.[CH3:31][C:32]#[N:33]>C(Cl)(Cl)Cl.CO>[CH2:9]([C:5]1[CH:6]=[CH:7][CH:8]=[C:3]([CH2:1][CH3:2])[C:4]=1[N:11]1[CH:17]=[N:16][C:15]([C:22](=[NH:23])[NH:33][CH2:32][CH3:31])=[N:14][C:12]1=[O:13])[CH3:10] |f:2.3|. Procedure: To a magnetically stirred stined suspension of 10/5 g (40 mmol) of 1-(2',6'-diethylphenyl)-3-ethylamidinourea in 10 ml of CH3CN is added 9.52 g (80 mmol) of N,N-dimethylformamide dimethylacetal and another 20 ml of CH3CN. The reaction mixture is heated to reflux at which point all of the solid dissolves. The solution is refluxed for one hour, allowed to cool to ambient temperature and then concentrated in vacuo to yield an off-white solid which is taken up in CHCl3, washed with H2O) (2×50 ml) an... The reactants are C(C)OC(COC1=C(C2=CC=C(C=C2C=C1)C=1OC2=C(C1CCCCC)C=CC=C2)Br)=O ([1-bromo-6-(3-pentyl-benzofuran-2-yl)-naphthalen-2-yloxy]-acetic acid ethyl ester), [OH-].[K+] (potassium hydroxide). The solvent is O (water), C1CCOC1 (THF). Product: BrC1=C(C=CC2=CC(=CC=C12)C=1OC2=C(C1CCCCC)C=CC=C2)OCC(=O)O ([1-Bromo-6-(3-pentyl-benzofuran-2-yl)-naphthalen-2-yloxy]-acetic acid). The yield is 76.1%. RXN SMILES: C([O:3][C:4](=[O:32])[CH2:5][O:6][C:7]1[CH:16]=[CH:15][C:14]2[C:9](=[CH:10][CH:11]=[C:12]([C:17]3[O:18][C:19]4[CH:30]=[CH:29][CH:28]=[CH:27][C:20]=4[C:21]=3[CH2:22][CH2:23][CH2:24][CH2:25][CH3:26])[CH:13]=2)[C:8]=1[Br:31])C.[OH-].[K+]>C1COCC1.O>[Br:31][C:8]1[C:9]2[C:14](=[CH:13][C:12]([C:17]3[O:18][C:19]4[CH:30]=[CH:29][CH:28]=[CH:27][C:20]=4[C:21]=3[CH2:22][CH2:23][CH2:24][CH2:25][CH3:26])=[CH:11][CH:10]=2)[CH:15]=[CH:16][C:7]=1[O:6][CH2:5][C:4]([OH:32])=[O:3] |f:1.2|. Reported procedure: Following the procedure described in Step 4 of Example 6, [1-bromo-6-(3-pentyl-benzofuran-2-yl)-naphthalen-2-yloxy]-acetic acid ethyl ester (1.25 g, 2.53 mmol), was hydrolyzed with potassium hydroxide (0.70 g, 12.5 mmol) in THF (30 mL) and water (10 mL). Crystallization from ethyl acetate/hexane furnished the title compound as an off-white solid (0.90 g), mp 159-161° C. Mass spectrum (+APCl, [M+H]+) m/z 467. 1HNMR (400 MHz, DMSO-d6): δ13.2 (br s, 1H), 8.32 (d, 1H, J=1.5 Hz), 8.22 (d, 1H, J=9.0 H...